This data is from the Open Reaction Database (ORD), a public repository of structured organic reaction records. The task is: describe an organic reaction: reactants, conditions, products, and yield The reactants are ClC=1C=CC2=C(C(OC(N2)=O)(C(F)(F)F)CCCNC(C2=CC=C(C=C2)F)=O)C1 (N-{3-[6-chloro-2-oxo-4-(trifluoromethyl)-1,4-dihydro-2H-3,1-benzoxazin-4-yl]propyl}-4-fluorobenzamide), CCCCCC (n-hexane). Solvent: CC(C)O (2-propanol). Product: ClC=1C=CC2=C([C@@](OC(N2)=O)(C(F)(F)F)CCCNC(C2=CC=C(C=C2)F)=O)C1 (N-{3-[(4R*)-6-chloro-2-oxo-4-(trifluoromethyl)-1,4-dihydro-2H-3,1-benzoxazin-4-yl]propyl}-4-fluorobenzamide). Reaction SMILES: [Cl:1][C:2]1[CH:3]=[CH:4][C:5]2[NH:10][C:9](=[O:11])[O:8][C:7]([CH2:16][CH2:17][CH2:18][NH:19][C:20](=[O:28])[C:21]3[CH:26]=[CH:25][C:24]([F:27])=[CH:23][CH:22]=3)([C:12]([F:15])([F:14])[F:13])[C:6]=2[CH:29]=1.CCCCCC>CC(O)C>[Cl:1][C:2]1[CH:3]=[CH:4][C:5]2[NH:10][C:9](=[O:11])[O:8][C@@:7]([CH2:16][CH2:17][CH2:18][NH:19][C:20](=[O:28])[C:21]3[CH:22]=[CH:23][C:24]([F:27])=[CH:25][CH:26]=3)([C:12]([F:15])([F:14])[F:13])[C:6]=2[CH:29]=1. Procedure: N-{3-[6-chloro-2-oxo-4-(trifluoromethyl)-1,4-dihydro-2H-3,1-benzoxazin-4-yl]propyl}-4-fluorobenzamide was subjected to optical resolution by HPLC (Chiralpack AD-H, n-hexane:2-propanol=3:1), and a fraction eluted at a later time was concentrated, whereby the objective compound was obtained. Reactants: ClC1=NC=CC2=C(C(=CC=C12)C)[N+](=O)[O-] (1-chloro-6-methyl-5-nitroisoquinoline), C[O-].[Na+] (sodium methoxide). Run in CO (methanol). Product: COC1=NC=CC2=C(C(=CC=C12)C)[N+](=O)[O-] (1-Methoxy-6-methyl-5-nitroisoquinoline). Yield: 73.8%. As a reaction SMILES: Cl[C:2]1[C:11]2[C:6](=[C:7]([N+:13]([O-:15])=[O:14])[C:8]([CH3:12])=[CH:9][CH:10]=2)[CH:5]=[CH:4][N:3]=1.[CH3:16][O-:17].[Na+]>CO>[CH3:16][O:17][C:2]1[C:11]2[C:6](=[C:7]([N+:13]([O-:15])=[O:14])[C:8]([CH3:12])=[CH:9][CH:10]=2)[CH:5]=[CH:4][N:3]=1 |f:1.2|. Procedure: A stirred solution of 1-chloro-6-methyl-5-nitroisoquinoline (1.2 g, 5.4 mmol) and sodium methoxide (0.6 g, 95%, 11 mmol) in methanol (20 mL) in a sealed-tube was heated to 80° C. for 2 h, cooled to room temperature and partitioned between ethyl acetate (3×30 mL) and water (50 mL). The combined organic extracts were washed (water, brine), dried (sodium sulfate) and concentrated in vacuo to give the product as a beige solid (0.87 g, 74%). A sample recrystallised from ethanol gave mp 94° C.; Found:... Reactants: CC(c1ccccc1)N1CC(CO[Si](C)(C)C(C)(C)C)CC1=O, C=CCBr, C[Si](C)(C)[N-][Si](C)(C)C, [Li+], C1CCOC1. Product: C=CCC1C(=O)N(C(C)c2ccccc2)CC1CO[Si](C)(C)C(C)(C)C. RXN SMILES: [C:1]([CH3:2])([CH3:3])([CH3:4])[Si:5]([O:6][CH2:7][CH:8]1[CH2:9][C:10](=[O:21])[N:11]([CH:13]([CH3:14])[c:15]2[cH:16][cH:17][cH:18][cH:19][cH:20]2)[CH2:12]1)([CH3:22])[CH3:23].[CH2:24]([CH:25]=[CH2:26])[Br:27].[CH3:28][Si:29]([CH3:30])([CH3:31])[N-:32][Si:33]([CH3:34])([CH3:35])[CH3:36].[Li+:37].[O:38]1[CH2:39][CH2:40][CH2:41][CH2:42]1>>[C:1]([CH3:2])([CH3:3])([CH3:4])[Si:5]([O:6][CH2:7][CH:8]1[CH:9]([CH2:26][CH:25]=[CH2:24])[C:10](=[O:21])[N:11]([CH:13]([CH3:14])[c:15]2[cH:16][cH:17][cH:18][cH:19][cH:20]2)[CH2:12]1)([CH3:22])[CH3:23]. Starting materials: OCC1=C(C(C=C(N1O)C)=O)OCC1=CC=C(C=C1)OC (6-hydroxymethyl-5-p-methoxybenzyloxy-2-methyl-1-hydroxy-4-pyridone), C([O-])([O-])=O.[K+].[K+] (potassium carbonate), C1(=CC=CC=C1)C(C1=CC=CC=C1)Br (diphenylmethyl bromide). Solvent: CN(C=O)C (dimethylformamide). Run at time 2 hour. Product: OCC1=C(C(C=C(N1OC(C1=CC=CC=C1)C1=CC=CC=C1)C)=O)OCC1=CC=C(C=C1)OC (6-Hydroxymethyl-5-p-methoxybenzyloxy-2-methyl-1-diphenylmethyloxy-4-pyridone). Reaction SMILES: [OH:1][CH2:2][C:3]1[N:8]([OH:9])[C:7]([CH3:10])=[CH:6][C:5](=[O:11])[C:4]=1[O:12][CH2:13][C:14]1[CH:19]=[CH:18][C:17]([O:20][CH3:21])=[CH:16][CH:15]=1.C(=O)([O-])[O-].[K+].[K+].[C:28]1([CH:34](Br)[C:35]2[CH:40]=[CH:39][CH:38]=[CH:37][CH:36]=2)[CH:33]=[CH:32][CH:31]=[CH:30][CH:29]=1>CN(C)C=O>[OH:1][CH2:2][C:3]1[N:8]([O:9][CH:34]([C:28]2[CH:33]=[CH:32][CH:31]=[CH:30][CH:29]=2)[C:35]2[CH:40]=[CH:39][CH:38]=[CH:37][CH:36]=2)[C:7]([CH3:10])=[CH:6][C:5](=[O:11])[C:4]=1[O:12][CH2:13][C:14]1[CH:15]=[CH:16][C:17]([O:20][CH3:21])=[CH:18][CH:19]=1 |f:1.2.3|. Procedure: To a solution of 300 mg of 6-hydroxymethyl-5-p-methoxybenzyloxy-2-methyl-1-hydroxy-4-pyridone in 10 ml of dimethylformamide were successively added 213 mg of potassium carbonate and 423 mg of diphenylmethyl bromide. The mixture was stirred at room temperature for 2 hours. After completion of the reaction, the reaction liquid was concentrated and the concentrate was added to 20 ml of water and 40 ml of dichloromethane. The organic phase was washed with 20 ml of water. Reactants: COc1ccc(N)cc1, O, OCc1ccccc1, c1ccc(OP(Oc2ccccc2)Oc2ccccc2)cc1. Yields the product COc1ccc(NCc2ccccc2)cc1. Reaction SMILES: [CH3:1][O:2][c:3]1[cH:4][cH:5][c:6]([NH2:9])[cH:7][cH:8]1.[OH2:40].[OH:10][CH2:11][c:12]1[cH:13][cH:14][cH:15][cH:16][cH:17]1.[P:18]([O:19][c:20]1[cH:21][cH:22][cH:23][cH:24][cH:25]1)([O:26][c:27]1[cH:28][cH:29][cH:30][cH:31][cH:32]1)[O:33][c:34]1[cH:35][cH:36][cH:37][cH:38][cH:39]1>>[CH3:1][O:2][c:3]1[cH:4][cH:5][c:6]([NH:9][CH2:11][c:12]2[cH:13][cH:14][cH:15][cH:16][cH:17]2)[cH:7][cH:8]1. Reactants: alcohol, CC(CCCCCC)O (2-octanol), C[C@@H](CCC[C@@H](C)CCCC(=O)C)CCCC(C)C (phytone), [O-]Cl.[Na+] (NaOCl). Run in C(C)(=O)O (acetic acid). Product: CC(CCCCCC)=O (2-octanone). The yield is 95.0%. RXN SMILES: C[C@H](CCCC(C)C)C[CH2:4][CH2:5][C@H:6]([CH2:8][CH2:9][CH2:10][C:11]([CH3:13])=[O:12])C.[O-]Cl.[Na+].CC(O)CCCCCC>C(O)(=O)C>[CH3:13][C:11](=[O:12])[CH2:10][CH2:9][CH2:8][CH2:6][CH2:5][CH3:4] |f:1.2|. Reported procedure: Subsequent hydrogenation (H2 /Pd-C) yields the same saturated C-18 alcohol: ##STR22## Other methods used to oxidize 2° alcohol 9 to "phytone" include: (a) aqueous NaOCl (bleach) in acetic acid; such conditions give >95% yield of 2-octanone from 2-octanol. See: J. Org. Chem., 45, 2030 (1980). Starting materials: C(C1=CC=CC=C1)(=O)N=C=S (Benzoyl isothiocyanate), C1(CCCCC1)N (Cyclohexylamine). Run in ClCCl (dichloromethane). Run at temperature 0 celsius, time 2 hour. Product: C1(CCCCC1)NC(=S)NC(C1=CC=CC=C1)=O (N-(cyclohexylcarbamothioyl)benzamide). Reaction SMILES: [C:1]([N:9]=[C:10]=[S:11])(=[O:8])[C:2]1[CH:7]=[CH:6][CH:5]=[CH:4][CH:3]=1.[CH:12]1([NH2:18])[CH2:17][CH2:16][CH2:15][CH2:14][CH2:13]1>ClCCl>[CH:12]1([NH:18][C:10]([NH:9][C:1](=[O:8])[C:2]2[CH:7]=[CH:6][CH:5]=[CH:4][CH:3]=2)=[S:11])[CH2:17][CH2:16][CH2:15][CH2:14][CH2:13]1. Procedure: Benzoyl isothiocyanate (19.4 g, 118.9 mmol) was dissolved in dichloromethane and cooled to 0° C. Cyclohexylamine (13 g, 131.1 mmol) was added dropwise. Then the reaction was stirred at room temperature for 2 h. The mixture was washed with water, dried over sodium sulfate. Concentration under vaccum gave the title compound as a pale white solid in quantitative yield. Reactants: CC1=NC(=NC(=C1C(=O)OCC)NC1=CC(=CC=C1)C(F)(F)F)SC (ethyl 4-methyl-2-(methylthio)-6-(3-(trifluoromethyl)phenylamino)pyrimidine-5-carboxylate), COC(N(C)C)OC (N,N-dimethyl formamide dimethylacetal). The product is CN(/C=C/C1=NC(=NC(=C1C(=O)OCC)NC1=CC(=CC=C1)C(F)(F)F)SC)C ((E)-Ethyl 4-(2-(dimethylamino)vinyl)-2-(methylthio)-6-(3-(trifluoromethyl)phenylamino)pyrimidine-5-carboxylate). RXN SMILES: [CH3:1][C:2]1[C:7]([C:8]([O:10][CH2:11][CH3:12])=[O:9])=[C:6]([NH:13][C:14]2[CH:19]=[CH:18][CH:17]=[C:16]([C:20]([F:23])([F:22])[F:21])[CH:15]=2)[N:5]=[C:4]([S:24][CH3:25])[N:3]=1.CO[CH:28](OC)[N:29]([CH3:31])[CH3:30]>>[CH3:28][N:29]([CH3:31])/[CH:30]=[CH:1]/[C:2]1[C:7]([C:8]([O:10][CH2:11][CH3:12])=[O:9])=[C:6]([NH:13][C:14]2[CH:19]=[CH:18][CH:17]=[C:16]([C:20]([F:23])([F:21])[F:22])[CH:15]=2)[N:5]=[C:4]([S:24][CH3:25])[N:3]=1. Procedure details: The title compound was prepared as described in Example 1e by starting from ethyl 4-methyl-2-(methylthio)-6-(3-(trifluoromethyl)phenylamino)pyrimidine-5-carboxylate 1.76 g (4.74 mmol) and N,N-dimethyl formamide dimethylacetal (947 uL, 7.1 mmol) and continuing until the reaction yielded the crude title compound. This was used for the next step without further purification. Yields the product Cc1ncc(C(CC(=O)O)CC(=O)CCCCc2cc(N)nc(N)n2)cn1. Reactants: CCOC(=O)CC(CC(=O)CCCCc1cc(N)nc(N)n1)c1cnc(C)nc1, C1CCOC1, [Li+], [OH-], O. Reaction SMILES: [CH2:1]([CH3:2])[O:3][C:4]([CH2:5][CH:6]([CH2:7][C:8]([CH2:9][CH2:10][CH2:11][CH2:12][c:13]1[cH:14][c:15]([NH2:20])[n:16][c:17]([NH2:19])[n:18]1)=[O:21])[c:22]1[cH:23][n:24][c:25]([CH3:28])[n:26][cH:27]1)=[O:29].[CH2:32]1[O:33][CH2:34][CH2:35][CH2:36]1.[Li+:31].[OH-:30].[OH2:37]>>[O:3]=[C:4]([CH2:5][CH:6]([CH2:7][C:8]([CH2:9][CH2:10][CH2:11][CH2:12][c:13]1[cH:14][c:15]([NH2:20])[n:16][c:17]([NH2:19])[n:18]1)=[O:21])[c:22]1[cH:23][n:24][c:25]([CH3:28])[n:26][cH:27]1)[OH:29]. The reactants are C1=C(C2=NNCCCCCCCC2)CCCCCCCCC1, CC(C)S, NC(=O)c1sc2ccc(OCc3ccccc3)cc2c1Cl, CN(C)C=O, O. The product is CC(C)Sc1c(C(N)=O)sc2ccc(OCc3ccccc3)cc12. RXN SMILES: [C:26]1([C:27]2=[CH:37][CH2:36][CH2:35][CH2:34][CH2:33][CH2:32][CH2:31][CH2:30][CH2:29][CH2:28]2)=[N:47][NH:46][CH2:45][CH2:44][CH2:43][CH2:42][CH2:41][CH2:40][CH2:39][CH2:38]1.[CH3:1][CH:2]([CH3:3])[SH:4].[Cl:5][c:6]1[c:7]2[c:8]([s:9][c:10]1[C:11](=[O:12])[NH2:13])[cH:14][cH:15][c:16]([O:18][CH2:19][c:20]1[cH:21][cH:22][cH:23][cH:24][cH:25]1)[cH:17]2.[O:49]=[CH:50][N:51]([CH3:52])[CH3:53].[OH2:48]>>[CH3:1][CH:2]([CH3:3])[S:4][c:6]1[c:7]2[c:8]([s:9][c:10]1[C:11](=[O:12])[NH2:13])[cH:14][cH:15][c:16]([O:18][CH2:19][c:20]1[cH:21][cH:22][cH:23][cH:24][cH:25]1)[cH:17]2.